From a dataset of the Open Reaction Database (ORD), a public repository of structured organic reaction records. describe an organic reaction: reactants, conditions, products, and yield Reaction SMILES: [CH3:1][O:2][C:3]([CH2:4][CH:5]1[CH2:6][CH2:7][N:8]([c:11]2[n:12][cH:13][c:14]([N+:17]([O-:18])=[O:19])[cH:15][cH:16]2)[CH2:9][CH2:10]1)=[O:20].[CH3:26][OH:27].[O:21]1[CH2:22][CH2:23][CH2:24][CH2:25]1>>[CH3:1][O:2][C:3]([CH2:4][CH:5]1[CH2:6][CH2:7][N:8]([c:11]2[n:12][cH:13][c:14]([NH2:17])[cH:15][cH:16]2)[CH2:9][CH2:10]1)=[O:20]. Reactants: COC(=O)CC1CCN(c2ccc([N+](=O)[O-])cn2)CC1, CO, C1CCOC1. Yields the product COC(=O)CC1CCN(c2ccc(N)cn2)CC1. Starting materials: O=C1NC(=O)c2ccccc21, CN(C)C=O, CCCN1C(=O)N2CC(COS(C)(=O)=O)N=C2c2c1nc(C1CCCC1)n2COC, [K]. Product: CCCN1C(=O)N2CC(CN3C(=O)c4ccccc4C3=O)N=C2c2c1nc(C1CCCC1)n2COC. As a reaction SMILES: [C:32]1(=[O:42])[c:33]2[c:34]([cH:38][cH:39][cH:40][cH:41]2)[C:35](=[O:37])[NH:36]1.[CH3:43][N:44]([CH3:45])[CH:46]=[O:47].[CH:1]1([c:6]2[n:7][c:8]3[c:13]([n:14]2[CH2:15][O:16][CH3:17])[C:12]2=[N:18][CH:19]([CH2:21][O:22][S:23]([CH3:24])(=[O:25])=[O:26])[CH2:20][N:11]2[C:10](=[O:27])[N:9]3[CH2:28][CH2:29][CH3:30])[CH2:2][CH2:3][CH2:4][CH2:5]1.[K:31]>>[CH:1]1([c:6]2[n:7][c:8]3[c:13]([n:14]2[CH2:15][O:16][CH3:17])[C:12]2=[N:18][CH:19]([CH2:21][N:36]4[C:32](=[O:42])[c:33]5[c:34]([cH:38][cH:39][cH:40][cH:41]5)[C:35]4=[O:37])[CH2:20][N:11]2[C:10](=[O:27])[N:9]3[CH2:28][CH2:29][CH3:30])[CH2:2][CH2:3][CH2:4][CH2:5]1.